Dataset: the Open Reaction Database (ORD), a public repository of structured organic reaction records. Task: describe an organic reaction: reactants, conditions, products, and yield Reactants: CCOP(=O)(Cc1ccccc1)OCC, [K+], Nc1ncccc1C=O, C1CCOC1, [OH-]. The product is Nc1ncccc1C=Cc1ccccc1. RXN SMILES: [CH2:10]([c:11]1[cH:12][cH:13][cH:14][cH:15][cH:16]1)[P:17](=[O:18])([O:19][CH2:20][CH3:21])[O:22][CH2:23][CH3:24].[K+:26].[NH2:1][c:2]1[c:3]([CH:4]=[O:5])[cH:6][cH:7][cH:8][n:9]1.[O:27]1[CH2:28][CH2:29][CH2:30][CH2:31]1.[OH-:25]>>[NH2:1][c:2]1[c:3]([CH:4]=[CH:10][c:11]2[cH:12][cH:13][cH:14][cH:15][cH:16]2)[cH:6][cH:7][cH:8][n:9]1. The reactants are C([O-])([O-])=O.[Na+].[Na+] (sodium carbonate), OC1=CC=C(C=O)C=C1 (4-hydroxybenzaldehyde), C(CC)(=O)OC(CC)=O (propionic anhydride), C(CC)(=O)[O-].[K+] (potassium propionate), [OH-].[Na+] (sodium hydroxide), Cl (hydrochloric acid). Solvent: O (water), O (water), C(C)O (ethanol). Reaction conditions: time 30 hour. The product is OC1=CC=C(C=C(C(=O)O)C)C=C1 (4-hydroxy-α-methylcinnamic acid). Yield: 34.3%. Reaction SMILES: [OH:1][C:2]1[CH:9]=[CH:8][C:5]([CH:6]=O)=[CH:4][CH:3]=1.[C:10]([O:14]C(=O)CC)(=[O:13])[CH2:11][CH3:12].C([O-])(=O)CC.[K+].C(=O)([O-])[O-].[Na+].[Na+].[OH-].[Na+].Cl>C(O)C.O>[OH:1][C:2]1[CH:9]=[CH:8][C:5]([CH:6]=[C:11]([CH3:12])[C:10]([OH:14])=[O:13])=[CH:4][CH:3]=1 |f:2.3,4.5.6,7.8|. Reported procedure: At 135° C., 122 g of 4-hydroxybenzaldehyde, 163 g of propionic anhydride and 112 g of potassium propionate were reacted with stirring for 30 hours, the reaction mixture was dropped into 1.5 l of distilled water, and sodium carbonate was added to form an aqueous alkaline solution. The unreacted 4-hydroxybenzaldehyde was removed and concentrated hydrochloric acid was added to render the solution acidic and precipitate the reaction product. The precipitate was recovered by filtration and washed wit... Starting materials: COC(=O)C(Br)CC(Br)C(=O)OC(C)(C)C, COC(=O)C1CC(C(=O)OC(C)(C)C)N1Cc1ccccc1, NCc1ccccc1, CN(C)C=O. Yields the product COC(=O)C1CC(C(=O)OC(C)(C)C)N1. Reaction SMILES: [Br:1][CH:2]([CH2:3][CH:4]([Br:5])[C:6]([O:7][CH3:8])=[O:9])[C:10]([O:11][C:12]([CH3:13])([CH3:14])[CH3:15])=[O:16].[CH3:25][O:26][C:27](=[O:28])[CH:29]1[CH2:30][CH:31]([C:40](=[O:41])[O:42][C:43]([CH3:44])([CH3:45])[CH3:46])[N:32]1[CH2:33][c:34]1[cH:35][cH:36][cH:37][cH:38][cH:39]1.[NH2:17][CH2:18][c:19]1[cH:20][cH:21][cH:22][cH:23][cH:24]1.[O:47]=[CH:48][N:49]([CH3:50])[CH3:51]>>[CH3:25][O:26][C:27](=[O:28])[CH:29]1[CH2:30][CH:31]([C:40](=[O:41])[O:42][C:43]([CH3:44])([CH3:45])[CH3:46])[NH:32]1. The product is C(C)(C)(C)OC(=O)N1[C@H]([C@H](CCC1)NCC1=C(C=CC(=C1)C(C#CC)(C)C)OC)C1=CC=CC=C1 ((2S,3S)-1-tert-Butoxycarbonyl-3-[5-(1,1-dimethyl-2-butynyl)-2-methoxybenzyl]amino-2-phenylpiperidine). The reactants are CC(C#CC)(C)C=1C=CC(=C(C=O)C1)OC (5-(1,1-Dimethyl-2-butynyl)-2-methoxybenzaldehyde), N[C@@H]1[C@@H](N(CCC1)C(=O)OC(C)(C)C)C1=CC=CC=C1 ((2S,3S)-3-Amino-1-tert-butoxycarbonyl-2-phenylpiperidine), C(C)(C)(C)OC(=O)N1[C@H]([C@H](CCC1)NCC1=C(C=CC(=C1)C(C)C#N)OC)C1=CC=CC=C1 ((2S,3S)-1-tert-Butoxycarbonyl-3-(5-(1-cyanoethyl)-2-methoxybenzyl)amino-2-phenylpiperidine). Reported procedure: This compound was prepared from Compound 55 and Compound 17 in the same manner of Compound 18. RXN SMILES: [CH3:1][C:2]([C:7]1[CH:8]=[CH:9][C:10]([O:15][CH3:16])=[C:11]([CH:14]=1)[CH:12]=O)([CH3:6])[C:3]#[C:4][CH3:5].[NH2:17][C@H:18]1[CH2:23][CH2:22][CH2:21][N:20]([C:24]([O:26][C:27]([CH3:30])([CH3:29])[CH3:28])=[O:25])[C@H:19]1[C:31]1[CH:36]=[CH:35][CH:34]=[CH:33][CH:32]=1.C(OC(N1CCC[C@H](NCC2C=C(C(C#N)C)C=CC=2OC)[C@@H]1C1C=CC=CC=1)=O)(C)(C)C>>[C:27]([O:26][C:24]([N:20]1[CH2:21][CH2:22][CH2:23][C@H:18]([NH:17][CH2:12][C:11]2[CH:14]=[C:7]([C:2]([CH3:6])([CH3:1])[C:3]#[C:4][CH3:5])[CH:8]=[CH:9][C:10]=2[O:15][CH3:16])[C@@H:19]1[C:31]1[CH:36]=[CH:35][CH:34]=[CH:33][CH:32]=1)=[O:25])([CH3:30])([CH3:28])[CH3:29]. Reactants: N1CCCCC1 (piperidine), Grignard reagent, CN1CC(CCC1)CC(=O)C1=CC=C(C=C1)OC (1-methyl-3-(4-methoxyphenacyl)piperidine), C(\C=C/C(=O)O)(=O)O (maleic acid), ClC1=CC=C(C#N)C=C1 (4-chlorobenzonitrile), C(C1=CC=C(C=C1)OC)#N (anisonitrile), maleate salt. The product is C(\C=C/C(=O)O)(=O)O.CN1CC(CCC1)CC(=O)C1=CC=C(C=C1)OC (1-methyl-3-(4-methoxyphenacyl)piperidine, maleate salt). RXN SMILES: ClC1C=CC(C#N)=CC=1.C(#N)C1C=CC(OC)=CC=1.[CH3:20][N:21]1[CH2:26][CH2:25][CH2:24][CH:23]([CH2:27][C:28]([C:30]2[CH:35]=[CH:34][C:33]([O:36][CH3:37])=[CH:32][CH:31]=2)=[O:29])[CH2:22]1.N1CCCCC1.[C:44]([OH:51])(=[O:50])/[CH:45]=[CH:46]\[C:47]([OH:49])=[O:48]>>[C:44]([OH:51])(=[O:50])/[CH:45]=[CH:46]\[C:47]([OH:49])=[O:48].[CH3:20][N:21]1[CH2:26][CH2:25][CH2:24][CH:23]([CH2:27][C:28]([C:30]2[CH:31]=[CH:32][C:33]([O:36][CH3:37])=[CH:34][CH:35]=2)=[O:29])[CH2:22]1 |f:5.6|. Reported procedure: The procedure of Example 6 was repeated, using 82 ml of the same Grignard reagent solution, except that the 4-chlorobenzonitrile was replaced with 6.2 g of anisonitrile. The yield of crude 1-methyl-3-(4-methoxyphenacyl)piperidine was 7.3 g, bp 134°-138°/0.1 mm. Conversion of the piperidine compound to the maleate salt utilized 4.4 g of maleic acid with appropriate increases in solvent volumes. The crude salt thus obtained, 10.7 g, mp 91°-94°, was recrystallized to give 9.5 g of 1-methyl-3-(4-met... Reactants: C(C)(C)(C)OC(N(N1C=CC=C1)CC1=C(C=C(C=C1)F)F)=O ((2,4-difluoro-benzyl)-pyrrol-1-yl-carbamic acid tert-butyl ester), C(C)OC(C(C(=O)OCC)C(=O)OCC)=O (2-ethoxycarbonyl-malonic acid diethyl ester). The product is C(C)OC(=O)C1=C(C=2N(N(C1=O)CC1=C(C=C(C=C1)F)F)C=CC2)O (1-(2,4-Difluoro-benzyl)-4-hydroxy-2-oxo-1,2-dihydro-pyrrolo[1,2-b]pyridazine-3-carboxylic acid ethyl ester). RXN SMILES: C(O[C:6](=[O:22])[N:7]([CH2:13][C:14]1[CH:19]=[CH:18][C:17]([F:20])=[CH:16][C:15]=1[F:21])[N:8]1[CH:12]=[CH:11][CH:10]=[CH:9]1)(C)(C)C.[CH2:23]([O:25][C:26](=[O:38])[CH:27](C(OCC)=O)[C:28](OCC)=[O:29])[CH3:24]>>[CH2:23]([O:25][C:26]([C:27]1[C:6](=[O:22])[N:7]([CH2:13][C:14]2[CH:19]=[CH:18][C:17]([F:20])=[CH:16][C:15]=2[F:21])[N:8]2[CH:9]=[CH:10][CH:11]=[C:12]2[C:28]=1[OH:29])=[O:38])[CH3:24]. Procedure: Prepared according to the thermal cyclization condition used in Example 1 step c) from (2,4-difluoro-benzyl)-pyrrol-1-yl-carbamic acid tert-butyl ester (1.0 eq.) and 2-ethoxycarbonyl-malonic acid diethyl ester (3.0 eq.). ESI (m/z): 349 (M+H)+. The reactants are Cl.ClCC1=NC=CC=C1 (2-chloromethylpyridine hydrochloride), CC1(C(NC(N1)=S)=S)C (5,5-dimethyl-2,4-dithiohydantoin), aqueous solution, [OH-].[Na+] (NaOH). Conditions: time 1 hour. Yields the product desired compound, N1=C(C=CC=C1)CSC=1NC(C(N1)=S)(C)C (2-(2-pyridylmethylthio)-5,5-dimethylimidazolin-4-thione). RXN SMILES: Cl.Cl[CH2:3][C:4]1[CH:9]=[CH:8][CH:7]=[CH:6][N:5]=1.[CH3:10][C:11]1([CH3:18])[NH:15][C:14](=[S:16])[NH:13][C:12]1=[S:17].[OH-].[Na+]>>[N:5]1[CH:6]=[CH:7][CH:8]=[CH:9][C:4]=1[CH2:3][S:16][C:14]1[NH:15][C:11]([CH3:18])([CH3:10])[C:12](=[S:17])[N:13]=1 |f:0.1,3.4|. Reported procedure: Initially, 2.7 g of 2-chloromethylpyridine hydrochloride was added to a solution of 2.4g of 5,5-dimethyl-2,4-dithiohydantoin in 17 mL of 2N aqueous solution of NaOH. The reaction mixture was stirred for one hour at the room temperature, and extracted with 100 mL of chloroform (CHCl3). The CHCl3 layer was dried over MgSO4 and concentrated in vacuo. The residue was purified by column chromatography (using CHCl3 as a developing solvent). As a result, 2-(2-pyridylmethylthio) was initially obtained. ...